Dataset: the Open Reaction Database (ORD), a public repository of structured organic reaction records. Task: describe an organic reaction: reactants, conditions, products, and yield The reactants are COC(=O)C(CC(C)C)N(C(=O)OCC(Cl)(Cl)Cl)c1sncc1Br, C1CCOC1, CCOC(C)=O, [K+], O=P([O-])(O)O, [Zn]. Product: COC(=O)C(CC(C)C)Nc1sncc1Br. RXN SMILES: [Br:7][c:8]1[cH:9][n:10][s:11][c:12]1[N:13]([CH:14]([CH2:15][CH:16]([CH3:17])[CH3:18])[C:19](=[O:20])[O:21][CH3:22])[C:23]([O:24][CH2:25][C:26]([Cl:27])([Cl:28])[Cl:29])=[O:30].[CH2:31]1[O:32][CH2:33][CH2:34][CH2:35]1.[CH3:36][CH2:37][O:38][C:39](=[O:40])[CH3:41].[K+:6].[P:1]([O-:2])([OH:3])([OH:4])=[O:5].[Zn:42]>>[Br:7][c:8]1[cH:9][n:10][s:11][c:12]1[NH:13][CH:14]([CH2:15][CH:16]([CH3:17])[CH3:18])[C:19](=[O:20])[O:21][CH3:22].